From a dataset of the Open Reaction Database (ORD), a public repository of structured organic reaction records. describe an organic reaction: reactants, conditions, products, and yield Solvent: C1CCOC1 (THF). Yields the product N1=CC(=CC=C1)COC1=C(C=CC=C1)CCCC1=CC=C(C(=O)OC)C=C1 (methyl 4-[3-(2-(3-pyridylmethyloxy)phenyl)propyl]benzoate). The yield is 57.0%. Conditions: time 72 hour. Reported procedure: Methyl 4-[3-(2-hydroxyphenyl)propyl]benzoate (1.35 g, 5 mmol) was dissolved in 0.2 ml of THF. The solution was treated with 3-hydroxymethylpyridine (0.6 g, 5.5 mmol) and triphenylphosphine (1.44 g, 5.5 mmol). To this mixture was added slowly diethylazodicarboxylate (0.96 g, 5.5 mmol). The reaction mixture was stired for 72 hours and the solvent was evaporated. The amide residue was purified by chromatography (methanol, dichloromethane) to give methyl 4-[3-(2-(3-pyridylmethyloxy)phenyl)propyl]ben... The reactants are CCOC(=O)/N=N/C(=O)OCC (diethylazodicarboxylate), OCC=1C=NC=CC1 (3-hydroxymethylpyridine), C1(=CC=CC=C1)P(C1=CC=CC=C1)C1=CC=CC=C1 (triphenylphosphine), OC1=C(C=CC=C1)CCCC1=CC=C(C(=O)OC)C=C1 (Methyl 4-[3-(2-hydroxyphenyl)propyl]benzoate). RXN SMILES: [OH:1][C:2]1[CH:7]=[CH:6][CH:5]=[CH:4][C:3]=1[CH2:8][CH2:9][CH2:10][C:11]1[CH:20]=[CH:19][C:14]([C:15]([O:17][CH3:18])=[O:16])=[CH:13][CH:12]=1.O[CH2:22][C:23]1[CH:24]=[N:25][CH:26]=[CH:27][CH:28]=1.C1(P(C2C=CC=CC=2)C2C=CC=CC=2)C=CC=CC=1.CCOC(/N=N/C(OCC)=O)=O>C1COCC1>[N:25]1[CH:26]=[CH:27][CH:28]=[C:23]([CH2:22][O:1][C:2]2[CH:7]=[CH:6][CH:5]=[CH:4][C:3]=2[CH2:8][CH2:9][CH2:10][C:11]2[CH:12]=[CH:13][C:14]([C:15]([O:17][CH3:18])=[O:16])=[CH:19][CH:20]=2)[CH:24]=1. Reactants: N1[C@@H](CCCC1)C(=O)O ((S)-piperidine-2-carboxylic acid), CO (MeOH), S(=O)(Cl)Cl (thionyl chloride). Reaction conditions: time 2 hour. Yields the product COC(=O)[C@H]1NCCCC1 ((S)-piperidine-2-carboxylic acid methyl ester). Isolated yield 56.0%. As a reaction SMILES: [NH:1]1[CH2:6][CH2:5][CH2:4][CH2:3][C@H:2]1[C:7]([OH:9])=[O:8].S(Cl)(Cl)=O.[CH3:14]O>>[CH3:14][O:8][C:7]([C@@H:2]1[CH2:3][CH2:4][CH2:5][CH2:6][NH:1]1)=[O:9]. Procedure: To a mixture of (S)-piperidine-2-carboxylic acid (10 mmol, 1.29 g) in MeOH (20 mL) is dropwise added thionyl chloride (30 mmol, 2.17 mL) at room temperature. The mixture is stirred at 2 hours, and then concentrated under reduced pressure. To the residue is added water (5 mL) and basified with potassium carbonate. The mixture is extracted with CH2Cl2. The combined organic layer is dried over Na2SO4, filtrated, and concentrated under reduced pressure to give (S)-piperidine-2-carboxylic acid methyl... Reactants: O1CCC2=C1C=CC(=C2)C2NCC1=C2NC=2C=CC=CC2C1=O (3-(2,3-dihydro-benzofuran-5-yl)-1,2,3,4-tetrahydro-pyrrolo[3,4-b]quinolin-9-one), ClC1=NC=C(C=C1)C=1N(C=NC1)C (2-chloro-5-(3-methyl-3H-imidazol-4-yl)-pyridine), C1(=C(C=CC=C1)P(C1CCCCC1)C1CCCCC1)C1=CC=CC=C1 (biphenyl-2-yl-dicyclohexyl-phosphane), CC(C)(C)[O-].[Na+] (NaOtBu). Reagents/catalysts: CC(=O)[O-].CC(=O)[O-].[Pd+2] (Pd(OAc)2). The solvent is O1CCOCC1 (1,4-dioxane). Product: O1CCC2=C1C=CC(=C2)C2N(CC1=C2NC=2C=CC=CC2C1=O)C1=NC=C(C=C1)C=1N(C=NC1)C (3-(2,3-Dihydro-benzofuran-5-yl)-2-[5-(3-methyl-3H-imidazol-4-yl)-pyridin-2-yl]-1,2,3,4-tetrahydro-pyrrolo[3,4-b]quinolin-9-one). Reaction SMILES: [O:1]1[C:5]2[CH:6]=[CH:7][C:8]([CH:10]3[C:14]4[NH:15][C:16]5[CH:17]=[CH:18][CH:19]=[CH:20][C:21]=5[C:22](=[O:23])[C:13]=4[CH2:12][NH:11]3)=[CH:9][C:4]=2[CH2:3][CH2:2]1.Cl[C:25]1[CH:30]=[CH:29][C:28]([C:31]2[N:32]([CH3:36])[CH:33]=[N:34][CH:35]=2)=[CH:27][N:26]=1.C1(C2C=CC=CC=2)C=CC=CC=1P(C1CCCCC1)C1CCCCC1.CC([O-])(C)C.[Na+]>O1CCOCC1.CC([O-])=O.CC([O-])=O.[Pd+2]>[O:1]1[C:5]2[CH:6]=[CH:7][C:8]([CH:10]3[C:14]4[NH:15][C:16]5[CH:17]=[CH:18][CH:19]=[CH:20][C:21]=5[C:22](=[O:23])[C:13]=4[CH2:12][N:11]3[C:25]3[CH:30]=[CH:29][C:28]([C:31]4[N:32]([CH3:36])[CH:33]=[N:34][CH:35]=4)=[CH:27][N:26]=3)=[CH:9][C:4]=2[CH2:3][CH2:2]1 |f:3.4,6.7.8|. Procedure details: 3-(2,3-dihydro-benzofuran-5-yl)-1,2,3,4-tetrahydro-pyrrolo[3,4-b]quinolin-9-one (0.127 g, 0.372 mmol), 2-chloro-5-(3-methyl-3H-imidazol-4-yl)-pyridine (0.06 g, 0.31 mmol), Pd(OAc)2 (3.5 mg, 0.0155 mmol), biphenyl-2-yl-dicyclohexyl-phosphane (5.43 mg, 0.0155 mmol) and NaOtBu (0.104 g, 1.085 mmol) were stirred in 1,4-dioxane (0.6 mL) at 90° C. Purification by preparative TLC (5% MeOH in CH2Cl2) yielded the product as yellow solid.